Task: describe an organic reaction: reactants, conditions, products, and yield. Dataset: the Open Reaction Database (ORD), a public repository of structured organic reaction records The reactants are C1COCCO1, CO, COc1ccc(CN(c2nncs2)S(=O)(=O)c2cc(Cl)c(Oc3ccc(C(F)(F)F)cc3-c3ccnnc3)cc2F)c(OC)c1, Cl, N, O. Yields the product O=S(=O)(Nc1nncs1)c1cc(Cl)c(Oc2ccc(C(F)(F)F)cc2-c2ccnnc2)cc1F. As a reaction SMILES: [CH2:48]1[O:49][CH2:50][CH2:51][O:52][CH2:53]1.[CH3:54][OH:55].[Cl:1][c:2]1[c:3]([O:29][c:30]2[c:31](-[c:40]3[cH:41][n:42][n:43][cH:44][cH:45]3)[cH:32][c:33]([C:36]([F:37])([F:38])[F:39])[cH:34][cH:35]2)[cH:4][c:5]([F:28])[c:6]([S:8](=[O:9])(=[O:10])[N:11]([c:12]2[s:13][cH:14][n:15][n:16]2)[CH2:17][c:18]2[cH:19][cH:20][c:21]([O:22][CH3:23])[cH:24][c:25]2[O:26][CH3:27])[cH:7]1.[ClH:46].[NH3:47].[OH2:56]>>[Cl:1][c:2]1[c:3]([O:29][c:30]2[c:31](-[c:40]3[cH:41][n:42][n:43][cH:44][cH:45]3)[cH:32][c:33]([C:36]([F:37])([F:38])[F:39])[cH:34][cH:35]2)[cH:4][c:5]([F:28])[c:6]([S:8](=[O:9])(=[O:10])[NH:11][c:12]2[s:13][cH:14][n:15][n:16]2)[cH:7]1. The reactants are CN(C)CC1(O)CCNCC1, CCCSC1=NC(=O)C(=Cc2ccc3c(cnn3Cc3ccc(Cl)cc3C(F)(F)F)c2)S1. Product: CN(C)CC1(O)CCN(C2=NC(=O)C(=Cc3ccc4c(cnn4Cc4ccc(Cl)cc4C(F)(F)F)c3)S2)CC1. Reaction SMILES: [CH3:33][N:34]([CH3:35])[CH2:36][C:37]1([OH:43])[CH2:38][CH2:39][NH:40][CH2:41][CH2:42]1.[Cl:1][c:2]1[cH:3][c:4]([C:29]([F:30])([F:31])[F:32])[c:5]([CH2:6][n:7]2[n:8][cH:9][c:10]3[cH:11][c:12]([CH:16]=[C:17]4[C:18](=[O:26])[N:19]=[C:20]([S:22][CH2:23][CH2:24][CH3:25])[S:21]4)[cH:13][cH:14][c:15]23)[cH:27][cH:28]1>>[Cl:1][c:2]1[cH:3][c:4]([C:29]([F:30])([F:31])[F:32])[c:5]([CH2:6][n:7]2[n:8][cH:9][c:10]3[cH:11][c:12]([CH:16]=[C:17]4[C:18](=[O:26])[N:19]=[C:20]([N:40]5[CH2:39][CH2:38][C:37]([CH2:36][N:34]([CH3:33])[CH3:35])([OH:43])[CH2:42][CH2:41]5)[S:21]4)[cH:13][cH:14][c:15]23)[cH:27][cH:28]1.